This data is from the Open Reaction Database (ORD), a public repository of structured organic reaction records. The task is: describe an organic reaction: reactants, conditions, products, and yield Starting materials: C(C)(=O)O[C@]1(C(C)=O)CC[C@H]2[C@@H]3CC(C4=CC(CC([C@]4(C)[C@H]3CC[C@]12C)CCl)=O)=C (17α-acetoxy-1-chloromethyl-6-methylene-4-pregnene-3,20-dione), ice water sodium chloride. Run in CC1=CC(=NC(=C1)C)C (γ-collidine). Yields the product C(C)(=O)O[C@]1(C(C)=O)CC[C@H]2[C@@H]3CC(C4=CC([C@H]5[C@@H]([C@]4(C)[C@H]3CC[C@]12C)C5)=O)=C (17α-Acetoxy-1α,2α-methylene-6-methylene-4-pregnene-3,20-dione). As a reaction SMILES: [C:1]([O:4][C@:5]1([C@:25]2([CH3:26])[C@H:11]([C@H:12]3[C@H:22]([CH2:23][CH2:24]2)[C@:20]2([CH3:21])[C:15](=[CH:16][C:17](=[O:29])[CH2:18][CH:19]2[CH2:27]Cl)[C:14](=[CH2:30])[CH2:13]3)[CH2:10][CH2:9]1)[C:6](=[O:8])[CH3:7])(=[O:3])[CH3:2]>CC1C=C(C)N=C(C)C=1>[C:1]([O:4][C@:5]1([C@:25]2([CH3:26])[C@H:11]([C@H:12]3[C@H:22]([CH2:23][CH2:24]2)[C@:20]2([CH3:21])[C:15](=[CH:16][C:17](=[O:29])[C@@H:18]4[CH2:27][C@@H:19]42)[C:14](=[CH2:30])[CH2:13]3)[CH2:10][CH2:9]1)[C:6](=[O:8])[CH3:7])(=[O:3])[CH3:2]. Procedure: A solution of 7.5 g of 17α-acetoxy-1-chloromethyl-6-methylene-4-pregnene-3,20-dione in 66 ml of γ-collidine is stirred for one hour at a bath temperature of 180° C. and then poured on an ice water-sodium chloride solution. The mixture is filtered off and the residue worked up as usual. The crude product is purified on 700 g of silica gel with a hexane-ethyl acetate gradient. Yield: 4.3 g of 17α-acetoxy-1α,2α-methylene-6-methylene-4 pregnene-3,20-dione, mp 205°-206° C. The reactants are BrC1=CC2=C(NC(=C2)C(=O)O)S1 (2-Bromo-6H-thieno[2,3-b]pyrrole-5-carboxylic acid), Cl.N[C@H](C(=O)N1CC(C1)O)CC1=CC=CC=C1 ((2S)-amino-1-(3-hydroxy-azetidin-1-yl)-3-phenyl-propan-1-one hydrochloride). The product is C(C1=CC=CC=C1)[C@@H](C(=O)N1CC(C1)O)NC(=O)C1=CC2=C(N1)SC(=C2)Br (2-Bromo-6H-thieno[2,3-b]pyrrole-5-carboxylic acid [(1S)-benzyl-2-(3-hydroxy-azetidin-1-yl)-2-oxo-ethyl]-amide). Reaction SMILES: [Br:1][C:2]1[S:12][C:5]2[NH:6][C:7]([C:9]([OH:11])=O)=[CH:8][C:4]=2[CH:3]=1.Cl.[NH2:14][C@@H:15]([CH2:23][C:24]1[CH:29]=[CH:28][CH:27]=[CH:26][CH:25]=1)[C:16]([N:18]1[CH2:21][CH:20]([OH:22])[CH2:19]1)=[O:17]>>[CH2:23]([C@H:15]([NH:14][C:9]([C:7]1[NH:6][C:5]2[S:12][C:2]([Br:1])=[CH:3][C:4]=2[CH:8]=1)=[O:11])[C:16]([N:18]1[CH2:21][CH:20]([OH:22])[CH2:19]1)=[O:17])[C:24]1[CH:29]=[CH:28][CH:27]=[CH:26][CH:25]=1 |f:1.2|. Procedure: 2-Bromo-6H-thieno[2,3-b]pyrrole-5-carboxylic acid and (2S)-amino-1-(3-hydroxy-azetidin-1-yl)-3-phenyl-propan-1-one hydrochloride were coupled according to Procedure B.